From a dataset of the Open Reaction Database (ORD), a public repository of structured organic reaction records. describe an organic reaction: reactants, conditions, products, and yield Procedure: To a mixture of benzyl 5-bromoisoindoline-2-carboxylate (332 mg, 1 mmol), tetrakistriphenylphosphine palladium (0) (80 mg, 0.07 mmol), and cesium fluoride (604 mg, 4 mmol) was added THF (7 mL). The system was degassed and flushed with argon. To this mixture was added allyl boronic acid pinacol ester (285 μL, 1.5 mmol). The resulting mixture was heated to 72° C. and stirred at this temperature for 4 hr then cooled to room temperature. The mixture was diluted with ethyl acetate, washed with brine,... The product is C(C=C)C=1C=C2CN(CC2=CC1)C(=O)OCC1=CC=CC=C1 (benzyl 5-allylisoindoline-2-carboxylate). Reaction conditions: temperature 72 celsius, time 4 hour. Reactants: BrC=1C=C2CN(CC2=CC1)C(=O)OCC1=CC=CC=C1 (benzyl 5-bromoisoindoline-2-carboxylate), tetrakistriphenylphosphine palladium (0), [F-].[Cs+] (cesium fluoride), C1CCOC1 (THF), C(C=C)B1OC(C)(C)C(C)(C)O1 (allyl boronic acid pinacol ester). The solvent is C(C)(=O)OCC (ethyl acetate). RXN SMILES: Br[C:2]1[CH:3]=[C:4]2[C:8](=[CH:9][CH:10]=1)[CH2:7][N:6]([C:11]([O:13][CH2:14][C:15]1[CH:20]=[CH:19][CH:18]=[CH:17][CH:16]=1)=[O:12])[CH2:5]2.[F-].[Cs+].[CH2:23]1[CH2:27]OC[CH2:24]1.C(B1OC(C)(C)C(C)(C)O1)C=C>C(OCC)(=O)C>[CH2:27]([C:2]1[CH:3]=[C:4]2[C:8](=[CH:9][CH:10]=1)[CH2:7][N:6]([C:11]([O:13][CH2:14][C:15]1[CH:20]=[CH:19][CH:18]=[CH:17][CH:16]=1)=[O:12])[CH2:5]2)[CH:23]=[CH2:24] |f:1.2|.